This data is from the Open Reaction Database (ORD), a public repository of structured organic reaction records. The task is: describe an organic reaction: reactants, conditions, products, and yield The reactants are CS(=O)(=O)O, CCOC(=O)CC(=O)C(F)(F)F, [H][H], [Pt]. Yields the product CCOC(=O)CC(O)C(F)(F)F. Reaction SMILES: [CH3:13][S:14](=[O:15])(=[O:16])[OH:17].[F:1][C:2]([C:3]([CH2:4][C:5](=[O:6])[O:7][CH2:8][CH3:9])=[O:10])([F:11])[F:12].[H:18][H:19].[Pt:20]>>[F:1][C:2]([CH:3]([CH2:4][C:5](=[O:6])[O:7][CH2:8][CH3:9])[OH:10])([F:11])[F:12]. The reactants are [Li+].[OH-] (LiOH), COC(C(CC1=CC=CC=C1)(C)NC(=O)C=1NC2=CC=C(C=C2C1)Cl)=O ((2RS)-[(5-chloro-1H-indole-2-carbonyl)-amino]-2-methyl-3-phenyl-propionic acid methyl ester). Run in O1CCCC1 (tetrahydrofuran). Reaction conditions: time 1 hour. Product: ClC=1C=C2C=C(NC2=CC1)C(=O)NC(C(=O)O)(CC1=CC=CC=C1)C ((2RS)-[(5-Chloro-1H-indole-2-carbonyl)-amino]-2-methyl-3-phenyl-propionic acid). Reaction SMILES: [Li+].[OH-].C[O:4][C:5](=[O:28])[C:6]([NH:15][C:16]([C:18]1[NH:19][C:20]2[C:25]([CH:26]=1)=[CH:24][C:23]([Cl:27])=[CH:22][CH:21]=2)=[O:17])([CH3:14])[CH2:7][C:8]1[CH:13]=[CH:12][CH:11]=[CH:10][CH:9]=1>O1CCCC1>[Cl:27][C:23]1[CH:24]=[C:25]2[C:20](=[CH:21][CH:22]=1)[NH:19][C:18]([C:16]([NH:15][C:6]([CH3:14])([CH2:7][C:8]1[CH:9]=[CH:10][CH:11]=[CH:12][CH:13]=1)[C:5]([OH:28])=[O:4])=[O:17])=[CH:26]2 |f:0.1|. Reported procedure: Aqueous 2N LiOH (0.10 ml, 0.50 mmol) was added to a solution of (2RS)-[(5-chloro-1H-indole-2-carbonyl)-amino]-2-methyl-3-phenyl-propionic acid methyl ester (132 mg, 0.36 mmol) in tetrahydrofuran (8 ml) at 25° C. The resulting solution was stirred for 1 hour, concentrated and the residue dissolved in ethyl acetate and water (15 ml). The pH was adjusted to 1 with 2 N HCl at 0° C. The organic layer was separated, washed with water, brine and dried giving a foam which was used without further purifi... The reactants are COC1=CC(=C(C(C(=O)OC)=C1)C(=O)OC)C (Dimethyl 5-methoxy-3-methylphthalate), [OH-].[Na+] (NaOH). The solvent is COCCOC (1,2-dimethoxyethane). Reaction conditions: time 1 hour. Product: COC=1C=C(C(=C(C(=O)O)C1)C(=O)OC)C (5-Methoxy-2-(methoxycarbonyl)-3-methyl-benzoic acid). The yield is 85.0%. As a reaction SMILES: [CH3:1][O:2][C:3]1[CH:12]=[C:7]([C:8]([O:10]C)=[O:9])[C:6]([C:13]([O:15][CH3:16])=[O:14])=[C:5]([CH3:17])[CH:4]=1.[OH-].[Na+]>COCCOC>[CH3:1][O:2][C:3]1[CH:4]=[C:5]([CH3:17])[C:6]([C:13]([O:15][CH3:16])=[O:14])=[C:7]([CH:12]=1)[C:8]([OH:10])=[O:9] |f:1.2|. Procedure details: To a solution of compound L (50.0 g, 210 mmol) in 1,2-dimethoxyethane (260 mL) was added 8% aqueous NaOH (262 mL) at 0° C. The mixture was stirred at room temperature for 1 hour, washed with ethyl acetate and acidified to pH 2 using 3 mol/L HCl. The precipitate was filtered and washed with water to give compound M (40.0 g). The filtrate was extracted with ethyl acetate 3 times. The combined organic layers were washed with saturated brine and dried over anhydrous Na2SO4. Filtration and evaporatio... Reactants: CCN(CC)c1ccc(NC(C)=O)c(C)c1, [Na+], [OH-], O, O=S(=O)(O)O. Yields the product CCN(CC)c1ccc(N)c(C)c1. Reaction SMILES: [NH:1]([C:2]([CH3:3])=[O:4])[c:5]1[c:6]([CH3:16])[cH:7][c:8]([N:9]([CH2:10][CH3:11])[CH2:12][CH3:13])[cH:14][cH:15]1.[Na+:19].[OH-:18].[OH2:17].[S:20](=[O:21])(=[O:22])([OH:23])[OH:24]>>[NH2:1][c:5]1[c:6]([CH3:16])[cH:7][c:8]([N:9]([CH2:10][CH3:11])[CH2:12][CH3:13])[cH:14][cH:15]1. The reactants are BrC1=C(C2=C(N(N=C2C=C1)C)C)C(=O)OC (methyl 5-bromo-2,3-dimethyl-2H-indazole-4-carboxylate), C1(=CC=CC=C1)P(C1=CC=CC=C1)C1=CC=CC=C1 (triphenylphosphine), C([O-])([O-])=O.[K+].[K+] (potassium carbonate), C(C=C)(=O)OC (methyl acrylate). Reagents/catalysts: C(C)(=O)[O-].[Pd+2].C(C)(=O)[O-] (palladium acetate). Solvent: CN(C=O)C (N,N-dimethylformamide). Run at temperature 100 celsius. Product: COC(/C=C/C1=C(C2=C(N(N=C2C=C1)C)C)C(=O)OC)=O (methyl 5-[(1E)-3-methoxy-3-oxoprop-1-en-1-yl]-2,3-dimethyl-2H-indazole-4-carboxylate). Isolated yield 54.0%. Reaction SMILES: Br[C:2]1[CH:10]=[CH:9][C:8]2[C:4](=[C:5]([CH3:12])[N:6]([CH3:11])[N:7]=2)[C:3]=1[C:13]([O:15][CH3:16])=[O:14].C1(P(C2C=CC=CC=2)C2C=CC=CC=2)C=CC=CC=1.C(=O)([O-])[O-].[K+].[K+].[C:42]([O:46][CH3:47])(=[O:45])[CH:43]=[CH2:44]>CN(C)C=O.C([O-])(=O)C.[Pd+2].C([O-])(=O)C>[CH3:47][O:46][C:42](=[O:45])/[CH:43]=[CH:44]/[C:2]1[CH:10]=[CH:9][C:8]2[C:4](=[C:5]([CH3:12])[N:6]([CH3:11])[N:7]=2)[C:3]=1[C:13]([O:15][CH3:16])=[O:14] |f:2.3.4,7.8.9|. Procedure details: A suspension of methyl 5-bromo-2,3-dimethyl-2H-indazole-4-carboxylate (1.10 g, 3.89 mmol), palladium acetate (87.3 mg, 0.389 mmol), triphenylphosphine (204 mg, 0.778 mmol), potassium carbonate (591 mg, 4.28 mmol) and methyl acrylate (523 μL, 5.83 mmol) in N,N-dimethylformamide (39 mL) was stirred with heating at 100° C. for 4 hr. The solvent was evaporated under reduced pressure, and the residue was diluted with ethyl acetate, washed with water and saturated brine, and dried over anhydrous sodiu... Starting materials: N([C@H](CCC(N)=O)C(=O)OCC1=CC=CC=C1)C(=O)OCC1=CC=CC=C1 (Z-D-Gln-OBzl), ON1N=NC2=C1C=CC=C2 (1-hydroxybenzotriazole), C(C1=CC=CC=C1)N (benzylamine), C1CCC(CC1)N=C=NC2CCCCC2 (DCC). Run in O1CCCC1 (tetrahydrofurane). Reaction conditions: temperature 0 celsius, time 1 hour. Yields the product N([C@H](CCC(NCC1=CC=CC=C1)=O)C(=O)OCC1=CC=CC=C1)C(=O)OCC1=CC=CC=C1 (Z-D-Gln(Bzl)-OBzl). Reaction SMILES: [NH:1]([C:18]([O:20][CH2:21][C:22]1[CH:27]=[CH:26][CH:25]=[CH:24][CH:23]=1)=[O:19])[C@@H:2]([C:8]([O:10][CH2:11][C:12]1[CH:17]=[CH:16][CH:15]=[CH:14][CH:13]=1)=[O:9])[CH2:3][CH2:4][C:5](=[O:7])[NH2:6].ON1C2C=CC=CC=2N=N1.[CH2:38](N)[C:39]1[CH:44]=[CH:43][CH:42]=[CH:41][CH:40]=1.C1CCC(N=C=NC2CCCCC2)CC1>O1CCCC1>[NH:1]([C:18]([O:20][CH2:21][C:22]1[CH:23]=[CH:24][CH:25]=[CH:26][CH:27]=1)=[O:19])[C@@H:2]([C:8]([O:10][CH2:11][C:12]1[CH:13]=[CH:14][CH:15]=[CH:16][CH:17]=1)=[O:9])[CH2:3][CH2:4][C:5](=[O:7])[NH:6][CH2:38][C:39]1[CH:44]=[CH:43][CH:42]=[CH:41][CH:40]=1. Reported procedure: To a solution of 11.4 grams of Z-D-Gln-OBzl and 4.15 grams of 1-hydroxybenzotriazole in 50 ml of absolute tetrahydrofurane are added 3.35 ml of benzylamine and 6.76 grams of DCC. The mixture is stirred for 1 hour at 0° C and 1 hour at room temperature, the precipitate is filtered off with suction and the filtrate is concentrated. The residue is triturated in succession with NaHCO3 solution, 2n-HCl NaHCO3 solution and water, filtered off with suction and washed with water. Yield: 16.2 grams, melt... Starting materials: Brc1cc(Nc2cnc3ccccc3c2)nc(N2CCOCC2)n1, O=C([O-])[O-], CC1(C)OB(c2cnc(N)cc2C#N)OC1(C)C, [Na+], [Na+], C1COCCO1. The product is N#Cc1cc(N)ncc1-c1cc(Nc2cnc3ccccc3c2)nc(N2CCOCC2)n1. Reaction SMILES: [Br:19][c:20]1[cH:21][c:22]([NH:32][c:33]2[cH:34][n:35][c:36]3[cH:37][cH:38][cH:39][cH:40][c:41]3[cH:42]2)[n:23][c:24]([N:26]2[CH2:27][CH2:28][O:29][CH2:30][CH2:31]2)[n:25]1.[C:43](=[O:44])([O-:45])[O-:46].[NH2:1][c:2]1[n:3][cH:4][c:5]([B:10]2[O:11][C:12]([CH3:13])([CH3:14])[C:15]([CH3:16])([CH3:17])[O:18]2)[c:6]([C:8]#[N:9])[cH:7]1.[Na+:47].[Na+:48].[O:49]1[CH2:50][CH2:51][O:52][CH2:53][CH2:54]1>>[NH2:1][c:2]1[n:3][cH:4][c:5](-[c:20]2[cH:21][c:22]([NH:32][c:33]3[cH:34][n:35][c:36]4[cH:37][cH:38][cH:39][cH:40][c:41]4[cH:42]3)[n:23][c:24]([N:26]3[CH2:27][CH2:28][O:29][CH2:30][CH2:31]3)[n:25]2)[c:6]([C:8]#[N:9])[cH:7]1. The reactants are 40, FC1=CC=C(C=C1)C1(CCC2(OCCO2)CC1)C(=O)O (8-(4-fluorophenyl)-1,4-dioxaspiro[4,5]decane-8-carboxylic acid), Cl (hydrochloric acid). Reaction SMILES: [F:1][C:2]1[CH:7]=[CH:6][C:5]([C:8]2([C:18]([OH:20])=[O:19])[CH2:17][CH2:16][C:11]3(OCC[O:12]3)[CH2:10][CH2:9]2)=[CH:4][CH:3]=1.Cl>C(O)(=O)C>[F:1][C:2]1[CH:3]=[CH:4][C:5]([C:8]2([C:18]([OH:20])=[O:19])[CH2:9][CH2:10][C:11](=[O:12])[CH2:16][CH2:17]2)=[CH:6][CH:7]=1. The solvent is C(C)(=O)O (acetic acid). The product is 17, FC1=CC=C(C=C1)C1(CCC(CC1)=O)C(=O)O (1-(4-fluorophenyl)-4-oxocyclohexanecarboxylic acid). Procedure details: A mixture of 40 parts of 8-(4-fluorophenyl)-1,4-dioxaspiro[4,5]decane-8-carboxylic acid, 100 parts of a hydrochloric acid solution 6 N and 100 parts of acetic acid is started and refluxed overnight. The reaction mixture is cooled and the product is extracted with trichloromethane. The extract is washed three times with water, dried, filtered and evaporated, yielding 17 parts (50%) of 1-(4-fluorophenyl)-4-oxocyclohexanecarboxylic acid as a residue. The yield is 50.0%. Starting materials: [N+](=O)([O-])C1=C2C=CC=C(C2=CC=C1)Br (5-Nitro-1-bromonaphthalene). Reagents/catalysts: Cl (HCl), [Fe] (Fe). Solvent: CCO.CC(=O)O.O1CCOCC1.O (EtOH AcOH Dioxane H2O). Run at temperature 100 celsius, time 2 hour. Product: NC1=C2C=CC=C(C2=CC=C1)Br (5-Amino-1-bromonaphthalene). The yield is 135.1%. Reaction SMILES: [N+:1]([C:4]1[CH:13]=[CH:12][CH:11]=[C:10]2[C:5]=1[CH:6]=[CH:7][CH:8]=[C:9]2[Br:14])([O-])=O>CCO.CC(O)=O.O1CCOCC1.O.Cl.[Fe]>[NH2:1][C:4]1[CH:13]=[CH:12][CH:11]=[C:10]2[C:5]=1[CH:6]=[CH:7][CH:8]=[C:9]2[Br:14] |f:1.2.3.4|. Procedure: To the solution of 5-nitro-1-bromonaphthalene (A) (2.5 g, 10 mmol) in EtOH/AcOH /Dioxane/H2O (2:2:2:1) (30 mL) was added Fe (5.6 g, 100 mmol) and 2 drops of 2 N HCl. The reaction mixture was stirred at 100° C. for 2 hrs. After evaporation of solvent, the residue was dissolved in 100 mL DCM and washed with 5% NaHCO3 (3×30 mL) and dried over Na2SO4. After evaporation of solvent, the crude mixture was purified on a silica gel column, eluting with DCM/hexanes (1:1), to give compound B as a white pow... The reactants are N(=O)[O-].[Na+] (sodium nitrite), ClC=1C=C(N)C=C(C1SC1=CC(=C(C=C1)OC)CC=1C=NC(=CC1)OC)Cl (3,5-dichloro-4-(4'methoxy-3'-(6-methoxy-3-pyridylmethyl) phenylthio) aniline), cuprous cyanide, [C-]#N.[Na+] (sodium cyanide), NC(=O)N (urea), C(C)(=O)[O-].[Na+] (sodium acetate). The solvent is O (water), C(C)(=O)O (acetic acid), S(O)(O)(=O)=O (sulphuric acid), O (water), C(Cl)(Cl)Cl (chloroform). Product: ClC=1C=C(C#N)C=C(C1SC1=CC(=C(C=C1)OC)CC=1C=NC(=CC1)OC)Cl (3,5-Dichloro-4(4'-methoxy-3'-(6-methoxy-3-pyridylmethyl)phenylthio)benzonitrile), solid. The yield is 46.0%. As a reaction SMILES: N([O-])=O.[Na+].[Cl:5][C:6]1[CH:7]=[C:8]([CH:10]=[C:11]([Cl:31])[C:12]=1[S:13][C:14]1[CH:19]=[CH:18][C:17]([O:20][CH3:21])=[C:16]([CH2:22][C:23]2[CH:24]=[N:25][C:26]([O:29][CH3:30])=[CH:27][CH:28]=2)[CH:15]=1)N.[NH2:32][C:33](N)=O.[C-]#N.[Na+].C([O-])(=O)C.[Na+]>O.C(O)(=O)C.S(=O)(=O)(O)O.C(Cl)(Cl)Cl>[Cl:5][C:6]1[CH:7]=[C:8]([CH:10]=[C:11]([Cl:31])[C:12]=1[S:13][C:14]1[CH:19]=[CH:18][C:17]([O:20][CH3:21])=[C:16]([CH2:22][C:23]2[CH:24]=[N:25][C:26]([O:29][CH3:30])=[CH:27][CH:28]=2)[CH:15]=1)[C:33]#[N:32] |f:0.1,4.5,6.7|. Procedure details: A solution of sodium nitrite (2.19 g) in water (20 ml) was added dropwise to a cooled (10°) solution of 3,5-dichloro-4-(4'methoxy-3'-(6-methoxy-3-pyridylmethyl) phenylthio) aniline (8.94 g) in glacial acetic acid (50 ml) and concentrated sulphuric acid (2.6 ml) with stirring. After 10 minutes urea (1.0 g) was added and this cool solution added from a dropping funnel to a cooled (5°) suspension of cuprous cyanide (19.0 g) and sodium cyanide (10.4 g) in water (260 ml) keeping the temperature of th...